From a dataset of the Open Reaction Database (ORD), a public repository of structured organic reaction records. describe an organic reaction: reactants, conditions, products, and yield The reactants are C1CCOC1, Cl, N, O=S(=O)(Cl)CCc1ccccc1. Yields the product NS(=O)(=O)CCc1ccccc1. RXN SMILES: [CH2:15]1[O:16][CH2:17][CH2:18][CH2:19]1.[ClH:14].[NH3:13].[c:1]1([CH2:7][CH2:8][S:9](=[O:10])(=[O:11])[Cl:12])[cH:2][cH:3][cH:4][cH:5][cH:6]1>>[c:1]1([CH2:7][CH2:8][S:9](=[O:10])(=[O:11])[NH2:13])[cH:2][cH:3][cH:4][cH:5][cH:6]1. Reactants: O=C(CN(CCO)C)N1CC2=CC=CC=C2CC1 (2-{N-[2-oxo-2-(1,2,3,4-tetrahydro-2-isoquinolyl) ethyl]methylamino}ethanol), S(=O)(Cl)Cl (thionyl chloride). Run in C(Cl)(Cl)Cl (chloroform). The product is ClCCN(CC(N1CC2=CC=CC=C2CC1)=O)C (2-Chloro-N-methyl-N-[2-oxo-2-(1,2,3,4-tetrahydro-2isoquinolyl)ethyl]ethylamine). As a reaction SMILES: [O:1]=[C:2]([N:9]1[CH2:18][CH2:17][C:16]2[C:11](=[CH:12][CH:13]=[CH:14][CH:15]=2)[CH2:10]1)[CH2:3][N:4]([CH3:8])[CH2:5][CH2:6]O.S(Cl)([Cl:21])=O>C(Cl)(Cl)Cl>[Cl:21][CH2:6][CH2:5][N:4]([CH3:8])[CH2:3][C:2](=[O:1])[N:9]1[CH2:18][CH2:17][C:16]2[C:11](=[CH:12][CH:13]=[CH:14][CH:15]=2)[CH2:10]1. Reported procedure: The procedure is similar to that described in Example 6b), treating 5.6 g of 2-{N-[2-oxo-2-(1,2,3,4-tetrahydro-2-isoquinolyl) ethyl]methylamino}ethanol with an excess of thionyl chloride in chloroform. Reactants: [H-].[Na+] (NaH), C(C#CCO)O (2-butyn-1,4-diol), C(C)(C)(C)C1=CC=C(C=C1)S(=O)(=O)NC1=NC(=NC(=C1OC1=C(C=CC=C1)OC)Cl)C1=NC=CC=N1 (4-tert.-butyl-N-[6-chloro-5-(o-methoxyphenoxy)-2-(2-pyrimidinyl)-4-pyrimi-dinyl]benzene sulfonamide), COCC#CCO (4-methoxy-2-butynol), COS(=O)(=O)OC (dimethylsulfate). Solvent: C1CCOC1 (THF), C(CC(O)(C(=O)O)CC(=O)O)(=O)O (citric acid). Conditions: time 16 hour. The product is N (ammonia), C(C)(C)(C)C1=CC=C(C=C1)S(=O)(=O)NC1=NC(=NC(=C1OC1=C(C=CC=C1)OC)OCC#CCOC)C1=NC=CC=N1 (4-tert.-butyl-N-[6-(4-methoxy-2-butynyloxy)-5-(o-methoxy-phenoxy)-2-(2-pyrimidinyl)-4-pyrimidinyl]benzene sulfonamide). Isolated yield 82.8%. As a reaction SMILES: [C:1]([C:5]1[CH:10]=[CH:9][C:8]([S:11]([NH:14][C:15]2[C:20]([O:21][C:22]3[CH:27]=[CH:26][CH:25]=[CH:24][C:23]=3[O:28][CH3:29])=[C:19](Cl)[N:18]=[C:17]([C:31]3[N:36]=[CH:35][CH:34]=[CH:33][N:32]=3)[N:16]=2)(=[O:13])=[O:12])=[CH:7][CH:6]=1)([CH3:4])([CH3:3])[CH3:2].[CH3:37][O:38][CH2:39][C:40]#[C:41][CH2:42][OH:43].C(O)C#CCO.COS(OC)(=O)=O.[H-].[Na+]>C1COCC1.C(O)(=O)CC(CC(O)=O)(C(O)=O)O>[NH3:14].[C:1]([C:5]1[CH:10]=[CH:9][C:8]([S:11]([NH:14][C:15]2[C:20]([O:21][C:22]3[CH:27]=[CH:26][CH:25]=[CH:24][C:23]=3[O:28][CH3:29])=[C:19]([O:43][CH2:42][C:41]#[C:40][CH2:39][O:38][CH3:37])[N:18]=[C:17]([C:31]3[N:36]=[CH:35][CH:34]=[CH:33][N:32]=3)[N:16]=2)(=[O:13])=[O:12])=[CH:7][CH:6]=1)([CH3:4])([CH3:3])[CH3:2] |f:4.5|. Procedure: To a mixture of 250 mg of 4-tert.-butyl-N-[6-chloro-5-(o-methoxyphenoxy)-2-(2-pyrimidinyl)-4-pyrimi-dinyl]benzene sulfonamide (Example 5a) and 1.11 g of 4-methoxy-2-butynol (prepared starting from 2-butyn-1,4-diol and dimethylsulfate following the procedure given in Bull. Chem. Soc. Japan 28 (1955), 80-83) in 15 ml THF was added 177 mg of 55% NaH in mineral oil. The suspension was stirred for 16 h at reflux. The reaction mixture was cooled, diluted with 100 ml 10% aqueous citric acid and extract... Starting materials: CCc1cc(Br)ccc1O, O=C([O-])[O-], CI, [K+], [K+], CN(C)C=O. The product is CCc1cc(Br)ccc1OC. As a reaction SMILES: [Br:9][c:10]1[cH:11][c:12]([CH2:17][CH3:18])[c:13]([OH:16])[cH:14][cH:15]1.[C:1]([O-:2])([O-:3])=[O:4].[CH3:7][I:8].[K+:5].[K+:6].[O:19]=[CH:20][N:21]([CH3:22])[CH3:23]>>[CH3:1][O:4][c:13]1[c:12]([CH2:17][CH3:18])[cH:11][c:10]([Br:9])[cH:15][cH:14]1. The reactants are O=C(O)c1cc2c(Oc3cccc(Cl)n3)cccc2[nH]1, Cl, Cl, Cl, NC1CCN(CCN2CCCCCC2)CC1. Yields the product O=C(NC1CCN(CCN2CCCCCC2)CC1)c1cc2c(Oc3cccc(Cl)n3)cccc2[nH]1. As a reaction SMILES: [Cl:1][c:2]1[cH:3][cH:4][cH:5][c:6]([O:8][c:9]2[c:10]3[cH:11][c:12]([C:18](=[O:19])[OH:20])[nH:13][c:14]3[cH:15][cH:16][cH:17]2)[n:7]1.[ClH:21].[ClH:22].[ClH:23].[N:24]1([CH2:31][CH2:32][N:33]2[CH2:34][CH2:35][CH:36]([NH2:39])[CH2:37][CH2:38]2)[CH2:25][CH2:26][CH2:27][CH2:28][CH2:29][CH2:30]1>>[Cl:1][c:2]1[cH:3][cH:4][cH:5][c:6]([O:8][c:9]2[c:10]3[cH:11][c:12]([C:18](=[O:20])[NH:39][CH:36]4[CH2:35][CH2:34][N:33]([CH2:32][CH2:31][N:24]5[CH2:25][CH2:26][CH2:27][CH2:28][CH2:29][CH2:30]5)[CH2:38][CH2:37]4)[nH:13][c:14]3[cH:15][cH:16][cH:17]2)[n:7]1. Starting materials: aqueous solution, [OH-].[Na+] (sodium hydroxide), C1(CC1)C1=NC=2C(=NC=CC2C)N1CC1=CC=C(C=C1)C1=C(C=CC=C1)C(=O)OC (2-cyclopropyl-3-(2'-methoxycarbonylbiphenyl-4-yl)methyl-7-methyl-3H-imidazo[4,5-b]pyridine), C(C)O (Ethanol). The product is C1(CC1)C1=NC=2C(=NC=CC2C)N1CC1=CC(=C(C=C1)C1=CC=CC=C1)C(=O)O (2-cyclopropyl-3-(2-carboxybiphenyl-4-yl)methyl-7-methyl-3H-imidazo-[4,5-b]pyridine). Isolated yield 81.0%. Reaction SMILES: [OH-:1].[Na+].[CH:3]1([C:6]2[N:15]([CH2:16][C:17]3[CH:22]=C[C:20]([C:23]4[CH:28]=[CH:27][CH:26]=[CH:25][C:24]=4C(OC)=O)=[CH:19][CH:18]=3)[C:9]3=[N:10][CH:11]=[CH:12][C:13]([CH3:14])=[C:8]3[N:7]=2)[CH2:5][CH2:4]1.[CH2:33]([OH:35])[CH3:34]>>[CH:3]1([C:6]2[N:15]([CH2:16][C:17]3[CH:18]=[CH:19][C:20]([C:23]4[CH:28]=[CH:27][CH:26]=[CH:25][CH:24]=4)=[C:34]([C:33]([OH:1])=[O:35])[CH:22]=3)[C:9]3=[N:10][CH:11]=[CH:12][C:13]([CH3:14])=[C:8]3[N:7]=2)[CH2:5][CH2:4]1 |f:0.1|. Procedure details: Ethanol (40 ml) and a 10% aqueous solution (20 ml) of sodium hydroxide were added to 1.32 g (3.3 mmol) of 2-cyclopropyl-3-(2'-methoxycarbonylbiphenyl-4-yl)methyl-7-methyl-3H-imidazo[4,5-b]pyridine, followed by heating under reflux for 2 hours. After the reaction liquid was cooled, it was concentrated to about one-half the initial volume, and neutralized with 2N hydrochloric acid and acetic acid. The crystal thus precipitated was recovered by filtration and recrystallized from aqueous ethanol to ... Product: Cc1ccc(CC(=O)OC(C)(C)C)cc1. As a reaction SMILES: [CH3:12][C:13]([CH3:14])([CH3:15])[OH:16].[CH3:1][c:2]1[cH:3][cH:4][c:5]([CH2:8][C:9](=[O:10])[OH:11])[cH:6][cH:7]1.[CH:17]1([N:18]=[C:19]=[N:20][CH:21]2[CH2:22][CH2:23][CH2:24][CH2:25][CH2:26]2)[CH2:27][CH2:28][CH2:29][CH2:30][CH2:31]1.[Cl:32][CH2:33][Cl:34]>>[CH3:1][c:2]1[cH:3][cH:4][c:5]([CH2:8][C:9](=[O:10])[O:11][C:13]([CH3:12])([CH3:14])[CH3:15])[cH:6][cH:7]1. Reactants: CC(C)(C)O, Cc1ccc(CC(=O)O)cc1, C(=NC1CCCCC1)=NC1CCCCC1, ClCCl.